The task is: describe an organic reaction: reactants, conditions, products, and yield. This data is from the Open Reaction Database (ORD), a public repository of structured organic reaction records. Starting materials: NCCN1CCC(CC1)C=1C=C(C=CC1)NC(C(C)C)=O (N-{3-[1-(2-aminoethyl)-4-piperidinyl]phenyl}-2-methylpropanamide), ClC=1C=C(OC2=CC(=CO2)C(=O)Cl)C=C(C1)Cl (5-(3,5-dichlorophenoxy)-3-furoyl chloride). Solvent: C1CCOC1 (THF). Yields the product ClC=1C=C(OC2=CC(=CO2)C(=O)NCCN2CCC(CC2)C2=CC(=CC=C2)NC(C(C)C)=O)C=C(C1)Cl (5-(3,5-DICHLOROPHENOXY)-N-(2-{4-[3-(ISOBUTYRYLAMINO)PHENYL]-1-PIPERIDINYL}ETHYL)-3-FURAMIDE). RXN SMILES: [NH2:1][CH2:2][CH2:3][N:4]1[CH2:9][CH2:8][CH:7]([C:10]2[CH:11]=[C:12]([NH:16][C:17](=[O:21])[CH:18]([CH3:20])[CH3:19])[CH:13]=[CH:14][CH:15]=2)[CH2:6][CH2:5]1.[Cl:22][C:23]1[CH:24]=[C:25]([CH:35]=[C:36]([Cl:38])[CH:37]=1)[O:26][C:27]1[O:31][CH:30]=[C:29]([C:32](Cl)=[O:33])[CH:28]=1>C1COCC1>[Cl:22][C:23]1[CH:24]=[C:25]([CH:35]=[C:36]([Cl:38])[CH:37]=1)[O:26][C:27]1[O:31][CH:30]=[C:29]([C:32]([NH:1][CH2:2][CH2:3][N:4]2[CH2:9][CH2:8][CH:7]([C:10]3[CH:15]=[CH:14][CH:13]=[C:12]([NH:16][C:17](=[O:21])[CH:18]([CH3:19])[CH3:20])[CH:11]=3)[CH2:6][CH2:5]2)=[O:33])[CH:28]=1. Procedure details: Prepared by Procedure Q1 (THF) and Scheme AT using N-{3-[1-(2-aminoethyl)-4-piperidinyl]phenyl}-2-methylpropanamide and 5-(3,5-dichlorophenoxy)-3-furoyl chloride: ESMS m/e: 544.1 (M+H)+. The reactants are C1COCCN1, CCO, CSC(=N)Nc1ccc2nc(NC3CCc4ccccc43)ccc2c1, I. Yields the product N=C(Nc1ccc2nc(NC3CCc4ccccc43)ccc2c1)N1CCOCC1. Reaction SMILES: [CH2:27]1[CH2:28][O:29][CH2:30][CH2:31][NH:32]1.[CH3:33][CH2:34][OH:35].[CH:2]1([NH:11][c:12]2[n:13][c:14]3[cH:15][cH:16][c:17]([NH:22][C:23]([S:24][CH3:25])=[NH:26])[cH:18][c:19]3[cH:20][cH:21]2)[CH2:3][CH2:4][c:5]2[cH:6][cH:7][cH:8][cH:9][c:10]21.[IH:1]>>[CH:2]1([NH:11][c:12]2[n:13][c:14]3[cH:15][cH:16][c:17]([NH:22][C:23](=[NH:26])[N:32]4[CH2:27][CH2:28][O:29][CH2:30][CH2:31]4)[cH:18][c:19]3[cH:20][cH:21]2)[CH2:3][CH2:4][c:5]2[cH:6][cH:7][cH:8][cH:9][c:10]21.